From a dataset of the Open Reaction Database (ORD), a public repository of structured organic reaction records. describe an organic reaction: reactants, conditions, products, and yield Starting materials: O=C([O-])[O-], C=CC(=O)OC(C)(C)C, O=Cc1cc(OCc2ccccc2)ccc1O, [K+], [K+], CN(C)C=O. Product: CC(C)(C)OC(=O)C1=Cc2cc(OCc3ccccc3)ccc2OC1. As a reaction SMILES: [C:18](=[O:19])([O-:20])[O-:21].[C:24]([CH:25]=[CH2:26])(=[O:27])[O:28][C:29]([CH3:30])([CH3:31])[CH3:32].[CH2:1]([c:2]1[cH:3][cH:4][cH:5][cH:6][cH:7]1)[O:8][c:9]1[cH:10][cH:11][c:12]([OH:17])[c:13]([CH:14]=[O:15])[cH:16]1.[K+:22].[K+:23].[O:33]=[CH:34][N:35]([CH3:36])[CH3:37]>>[CH2:1]([c:2]1[cH:3][cH:4][cH:5][cH:6][cH:7]1)[O:8][c:9]1[cH:10][cH:11][c:12]2[c:13]([cH:16]1)[CH:14]=[C:25]([C:24](=[O:27])[O:28][C:29]([CH3:30])([CH3:31])[CH3:32])[CH2:26][O:17]2. Reaction SMILES: [Cl:1][C:2]1[CH:7]=[C:6]([O:8][CH3:9])[CH:5]=[CH:4][C:3]=1[CH2:10][C:11]([OH:13])=O.C(Cl)(=O)C(Cl)=O.[CH3:20][N:21]1[C:26]2[CH:27]=[CH:28][CH:29]=[CH:30][C:25]=2[O:24][CH2:23][C:22]1=[O:31].[Al+3].[Cl-].[Cl-].[Cl-].Cl>O1CCCC1.ClCCCl.CN(C)C=O>[Cl:1][C:2]1[CH:7]=[C:6]([O:8][CH3:9])[CH:5]=[CH:4][C:3]=1[CH2:10][C:11]([C:28]1[CH:29]=[CH:30][C:25]2[O:24][CH2:23][C:22](=[O:31])[N:21]([CH3:20])[C:26]=2[CH:27]=1)=[O:13] |f:3.4.5.6|. The reactants are CN1C(COC2=C1C=CC=C2)=O (4-methyl-2H-1,4-benzoxazin-3(4H)-one), [Al+3].[Cl-].[Cl-].[Cl-] (AlCl3), ClC1=C(C=CC(=C1)OC)CC(=O)O ((2-chloro-4-methoxy-phenyl)-acetic acid), C(C(=O)Cl)(=O)Cl (oxalylchloride), ice water, Cl (hydrochloric acid), acid chloride. Run at time 8 hour. Yields the product ClC1=C(C=CC(=C1)OC)CC(=O)C=1C=CC2=C(N(C(CO2)=O)C)C1 (6-[2-(2-Chloro-4-methoxy-phenyl)-acetyl]-4-methyl-4H-benzo[1,4]oxazin-3-one). Run in ClCCCl (1,2-dichloroethane), O1CCCC1 (tetrahydrofuran), CN(C=O)C (N,N-dimethylformamide), ClCCCl (1,2-dichloroethane). Procedure: To a solution of (2-chloro-4-methoxy-phenyl)-acetic acid (CAS Reg. No. 91367-09-8) (20 g, 100 mmol) in tetrahydrofuran (400 ml) were added N,N-dimethylformamide (1 ml) and oxalylchloride (20.2 g, 160 mmol) dropwise (15 min). The mixture was stirred overnight at room temperature. The solvent was evaporated; toluene was added and again evaporated. The residue was dried under high vacuum to give the crude acid chloride. To a cooled solution (ice bath) of 4-methyl-2H-1,4-benzoxazin-3(4H)-one (16.6 g... Starting materials: COC(C1=CC(=C(C=C1)O)F)=O (3-fluoro-4-hydroxy-benzoic acid methyl ester), ClC(F)F (chlorodifluoromethane), C(=O)([O-])[O-].[K+].[K+] (K2CO3), C(=O)([O-])[O-].[Na+].[Na+] (Na2CO3). Product: COC(C1=CC(=C(C=C1)OC(F)F)F)=O (4-Difluoromethoxy-3-fluoro-benzoic acid methyl ester). Yield: 82.7%. Reaction SMILES: [CH3:1][O:2][C:3](=[O:12])[C:4]1[CH:9]=[CH:8][C:7]([OH:10])=[C:6]([F:11])[CH:5]=1.Cl[CH:14]([F:16])[F:15].C([O-])([O-])=O.[K+].[K+].C([O-])([O-])=O.[Na+].[Na+]>>[CH3:1][O:2][C:3](=[O:12])[C:4]1[CH:9]=[CH:8][C:7]([O:10][CH:14]([F:16])[F:15])=[C:6]([F:11])[CH:5]=1 |f:2.3.4,5.6.7|. Procedure: A solution of 3-fluoro-4-hydroxy-benzoic acid methyl ester (2 g, 11.75 mmol), chlorodifluoromethane (10.6 g, 122.6 mmol, 10.4 eq.) and K2CO3 (1.94 g, 14.1 mmol) was heated in an autoclave for 6 hrs. at 160° C. After cooling the mixture was treated with excess Na2CO3 and extracted with EtOAc. The organic phase was washed twice with satd. NaCl then dried and evaporated to afford the title compound (2.14 g, 83% yield) as an orange oil. MS: m/e=220 (M+). Starting materials: O=C1C(=CN=C(N1CC1=CC=CC=C1)C1=CC=CC=C1)C(=O)OCC (ethyl 1,6-dihydro-6-oxo-2-phenyl-1-(phenylmethyl)-5-pyrimidinecarboxylate), O=C1C(=CN=C(N1CC1=CC=CC=C1)C1=CC=CC=C1)C(=O)OCC (ethyl 1,6-dihydro-6-oxo-2-phenyl-1-(phenylmethyl)-5-pyrimidinecarboxylate), [I-].[Li+] (lithium iodide). Run in N1=CC=CC=C1 (pyridine). Reaction conditions: time 72 hour. The product is O=C1C(=CN=C(N1CC1=CC=CC=C1)C1=CC=CC=C1)C(=O)O (1,6-dihydro-6-oxo-2-phenyl-1-(phenylmethyl)-5-pyrimidinecarboxylic acid). As a reaction SMILES: [O:1]=[C:2]1[N:7]([CH2:8][C:9]2[CH:14]=[CH:13][CH:12]=[CH:11][CH:10]=2)[C:6]([C:15]2[CH:20]=[CH:19][CH:18]=[CH:17][CH:16]=2)=[N:5][CH:4]=[C:3]1[C:21]([O:23]CC)=[O:22].[I-].[Li+]>N1C=CC=CC=1>[O:1]=[C:2]1[N:7]([CH2:8][C:9]2[CH:14]=[CH:13][CH:12]=[CH:11][CH:10]=2)[C:6]([C:15]2[CH:16]=[CH:17][CH:18]=[CH:19][CH:20]=2)=[N:5][CH:4]=[C:3]1[C:21]([OH:23])=[O:22] |f:1.2|. Reported procedure: To a stirred solution of ethyl 1,6-dihydro-6-oxo-2-phenyl-1-(phenylmethyl)-5-pyrimidinecarboxylate (i.e. the product from Step B) (2.9 g, 8.6 mmol) in pyridine (15 mL) was added lithium iodide (3.01 g, 21.7 mmol). The reaction mixture was heated to reflux for 4 h, cooled, and then stirred at room temperature for 72 h. The reaction mixture was concentrated under reduced pressure. To the resulting residue was added water (10 mL), followed by 1 N hydrochloric acid until the pH was 7. The solution w... Starting materials: CC(=CC(=O)O)C(=O)O, Cc1ccccc1C, O=C(O)C=CC(=O)O, O=C(O)c1ccccc1, O=C(O)c1ccccc1C(=O)O. Product: O=C1OC(=O)c2ccccc21. Reaction SMILES: [CH3:21][C:22]([C:23](=[O:24])[OH:25])=[CH:26][C:27](=[O:28])[OH:29].[CH3:39][c:40]1[c:41]([CH3:42])[cH:43][cH:44][cH:45][cH:46]1.[OH:1][C:2]([CH:3]=[CH:4][C:5](=[O:6])[OH:7])=[O:8].[OH:30][C:31]([c:32]1[cH:33][cH:34][cH:35][cH:36][cH:37]1)=[O:38].[OH:9][C:10](=[O:11])[c:12]1[cH:13][cH:14][cH:15][cH:16][c:17]1[C:18]([OH:19])=[O:20]>>[C:10]1(=[O:11])[c:12]2[cH:13][cH:14][cH:15][cH:16][c:17]2[C:18](=[O:19])[O:20]1. The reactants are ClC=1C=CC(=C(CN2C3=C(NCC2)N=CC(=C3)C=3C=C(C(=O)O)C=CC3)C1)C(F)(F)F (3-{1-[5-chloro-2-(trifluoromethyl)benzyl]-1,2,3,4-tetrahydropyrido[2,3-b]pyrazin-7-yl}benzoic acid), C1(CCCCC1)CN1CCNCC1 (1-(cyclohexylmethyl)piperazine). Product: ClC=1C=CC(=C(CN2C3=C(NCC2)N=CC(=C3)C=3C=C(C=CC3)C(=O)N3CCN(CC3)CC3CCCCC3)C1)C(F)(F)F ((3-{1-[5-Chloro-2-(trifluoromethyl)benzyl]-1,2,3,4-tetrahydropyrido[2,3-b]pyrazin-7-yl}phenyl)-[4-(cyclohexylmethyl)piperazin-1-yl]methanone). RXN SMILES: [Cl:1][C:2]1[CH:3]=[CH:4][C:5]([C:28]([F:31])([F:30])[F:29])=[C:6]([CH:27]=1)[CH2:7][N:8]1[CH2:13][CH2:12][NH:11][C:10]2[N:14]=[CH:15][C:16]([C:18]3[CH:19]=[C:20]([CH:24]=[CH:25][CH:26]=3)[C:21]([OH:23])=O)=[CH:17][C:9]1=2.[CH:32]1([CH2:38][N:39]2[CH2:44][CH2:43][NH:42][CH2:41][CH2:40]2)[CH2:37][CH2:36][CH2:35][CH2:34][CH2:33]1>>[Cl:1][C:2]1[CH:3]=[CH:4][C:5]([C:28]([F:29])([F:30])[F:31])=[C:6]([CH:27]=1)[CH2:7][N:8]1[CH2:13][CH2:12][NH:11][C:10]2[N:14]=[CH:15][C:16]([C:18]3[CH:19]=[C:20]([C:21]([N:42]4[CH2:43][CH2:44][N:39]([CH2:38][CH:32]5[CH2:33][CH2:34][CH2:35][CH2:36][CH2:37]5)[CH2:40][CH2:41]4)=[O:23])[CH:24]=[CH:25][CH:26]=3)=[CH:17][C:9]1=2. Procedure: 3-{1-[5-chloro-2-(trifluoromethyl)benzyl]-1,2,3,4-tetrahydropyrido[2,3-b]pyrazin-7-yl}benzoic acid was reacted with 1-(cyclohexylmethyl)piperazine as in General Procedure 10 to give the title compound. LCMS: m/z=611.96 (M+H+); retention time=0.65 minutes.